Dataset: the Open Reaction Database (ORD), a public repository of structured organic reaction records. Task: describe an organic reaction: reactants, conditions, products, and yield Reactants: N#Cc1ccc(F)cc1, NCCCO, O. Product: N#Cc1ccc(NCCCO)cc1. RXN SMILES: [F:1][c:2]1[cH:3][cH:4][c:5]([C:6]#[N:7])[cH:8][cH:9]1.[NH2:10][CH2:11][CH2:12][CH2:13][OH:14].[OH2:15]>>[c:2]1([NH:10][CH2:11][CH2:12][CH2:13][OH:14])[cH:3][cH:4][c:5]([C:6]#[N:7])[cH:8][cH:9]1. Starting materials: Cc1ccc(N2C(=O)OC(=O)C2C(C)C)cc1, OCc1cccc(Oc2ccccc2)n1. Product: Cc1ccc(NC(C(=O)O)C(C)C)cc1. Reaction SMILES: [CH3:1][c:2]1[cH:3][cH:4][c:5]([N:8]2[C:9](=[O:17])[O:10][C:11](=[O:16])[CH:12]2[CH:13]([CH3:14])[CH3:15])[cH:6][cH:7]1.[O:18]([c:19]1[n:20][c:21]([CH2:22][OH:23])[cH:24][cH:25][cH:26]1)[c:27]1[cH:28][cH:29][cH:30][cH:31][cH:32]1>>[CH3:1][c:2]1[cH:3][cH:4][c:5]([NH:8][CH:12]([C:11](=[O:10])[OH:16])[CH:13]([CH3:14])[CH3:15])[cH:6][cH:7]1.